The task is: describe an organic reaction: reactants, conditions, products, and yield. This data is from the Open Reaction Database (ORD), a public repository of structured organic reaction records. Starting materials: S(O)(O)(=O)=O (sulfuric acid), ClC1=CC=C(C=C1)C(F)(F)F (4-chlorobenzotrifluoride), [N+](=O)(O)[O-] (nitric acid), S(=O)(=O)=O (sulfur trioxide), S(O)(O)(=O)=O (sulfuric acid), trioxide. Reaction SMILES: ClC1C=CC(C(F)(F)F)=CC=1.[N+]([O-])(O)=O.[S:16](=[O:19])(=[O:18])=[O:17].[S:20](=[O:24])(=[O:23])([OH:22])[OH:21]>>[S:20](=[O:22])(=[O:21])([OH:24])[OH:23].[OH:23][S:20]([OH:24])(=[O:22])=[O:21].[O:17]=[S:16](=[O:19])=[O:18] |f:5.6|. The product is S(O)(O)(=O)=O (sulfuric acid), OS(=O)(=O)O.O=S(=O)=O (oleum). Reported procedure: Into vessel 1 is charged 4-chlorobenzotrifluoride I and an acid mixture of nitric acid, sulfur trioxide and sulfuric acid. The sulfuric trioxide and sulfuric acid usually are combined as forming sulfuric acid or oleum. The molar ratio of nitric acid in the mixture to I suitably is at least 1:1, and, preferably, a slight excess of nitric acid over the 1:1 ratio is present, usually about 5-10%, i.e., a ratio of about 1.1:1, thereby ensuring substantially complete mononitration of I into II. Yields the product Cc1cccc(C(C)Cl)c1C(=O)c1cccs1. The reactants are O=S(Cl)Cl, c1ccccc1, Cc1cccc(C(C)O)c1C(=O)c1cccs1. Reaction SMILES: [S:18]([Cl:19])([Cl:20])=[O:21].[cH:22]1[cH:23][cH:24][cH:25][cH:26][cH:27]1.[s:1]1[c:2]([C:6](=[O:7])[c:8]2[c:9]([CH3:17])[cH:10][cH:11][cH:12][c:13]2[CH:14]([CH3:15])[OH:16])[cH:3][cH:4][cH:5]1>>[s:1]1[c:2]([C:6](=[O:7])[c:8]2[c:9]([CH3:17])[cH:10][cH:11][cH:12][c:13]2[CH:14]([CH3:15])[Cl:20])[cH:3][cH:4][cH:5]1.